describe an organic reaction: reactants, conditions, products, and yield From a dataset of the Open Reaction Database (ORD), a public repository of structured organic reaction records. Reactants: ClC=1OC=2C(N1)=C(C=CC2)C(=O)OC (methyl 2-chlorobenzoxazole-4-carboxylate), Cl.C[C@H]1N[C@@H](CSC1)C ((3R,5R)-3,5-dimethylthiomorpholine hydrochloride), C([O-])([O-])=O.[K+].[K+] (potassium carbonate). The solvent is CN(C)C=O (DMF), O (H2O). Run at temperature 55 celsius. The product is ( 3S,5S ), O1C=NC=2C1=CC=CC2C(=O)O (benzoxazole-4-carboxylic acid). The yield is 25.2%. As a reaction SMILES: Cl[C:2]1[O:3][C:4]2[C:5](=[C:7]([C:11]([O:13]C)=[O:12])[CH:8]=[CH:9][CH:10]=2)[N:6]=1.Cl.C[C@@H]1CSC[C@@H](C)N1.C(=O)([O-])[O-].[K+].[K+]>CN(C=O)C.O>[O:3]1[C:4]2=[CH:10][CH:9]=[CH:8][C:7]([C:11]([OH:13])=[O:12])=[C:5]2[N:6]=[CH:2]1 |f:1.2,3.4.5|. Reported procedure: A mixture of methyl 2-chlorobenzoxazole-4-carboxylate (360 mg, 1.70 mmol), (3S,5S)/(3R,5R)-3,5-dimethylthiomorpholine hydrochloride (270 mg, 1.62 mmol) and potassium carbonate (672 mg, 4.86 mmol), in DMF (5 mL), was stirred at ambient temperature for 6 h. The reaction was then heated at 55° C. for 2 h before it was diluted with H2O (20 mL) and extracted with EtOAc (2×40 mL). The combined organic layers were washed with brine, dried (Na2SO4) and concentrated under reduced pressure. The crude meth... Starting materials: C(C=C)N1CC(C(C1)C(C)(C)C)CN1CCC(CC1)C1=CC=C(C=C1)F (1-allyl-3-(RS)-(4-(4-fluorophenyl)piperidinylmethyl)-4-(RS)-t-butylpyrrolidine), solution, CC#N (CH3CN). The reagents and catalysts are C1=CC=C(C=C1)P(C2=CC=CC=C2)C3=CC=CC=C3.C1=CC=C(C=C1)P(C2=CC=CC=C2)C3=CC=CC=C3.C1=CC=C(C=C1)P(C2=CC=CC=C2)C3=CC=CC=C3.[Cl-].[Rh] (Wilkinson's catalyst). Solvent: O (water). Run at temperature 90 celsius, time 3 hour. The product is FC1=CC=C(C=C1)C1CCN(CC1)CC1CNCC1C(C)(C)C (3-(SR)-(4-(4-Fluorophenyl)piperidinylmethyl)-4-(RS)-t-butylpyrrolidine). The yield is 87.2%. Reaction SMILES: C([N:4]1[CH2:8][CH:7]([C:9]([CH3:12])([CH3:11])[CH3:10])[CH:6]([CH2:13][N:14]2[CH2:19][CH2:18][CH:17]([C:20]3[CH:25]=[CH:24][C:23]([F:26])=[CH:22][CH:21]=3)[CH2:16][CH2:15]2)[CH2:5]1)C=C.CC#N>C1C=CC(P(C2C=CC=CC=2)C2C=CC=CC=2)=CC=1.C1C=CC(P(C2C=CC=CC=2)C2C=CC=CC=2)=CC=1.C1C=CC(P(C2C=CC=CC=2)C2C=CC=CC=2)=CC=1.[Cl-].[Rh].O>[F:26][C:23]1[CH:22]=[CH:21][C:20]([CH:17]2[CH2:18][CH2:19][N:14]([CH2:13][CH:6]3[CH:7]([C:9]([CH3:12])([CH3:11])[CH3:10])[CH2:8][NH:4][CH2:5]3)[CH2:15][CH2:16]2)=[CH:25][CH:24]=1 |f:2.3.4.5.6|. Procedure: A mixture of 1 g (2.7 mmol) of 1-allyl-3-(RS)-(4-(4-fluorophenyl)piperidinylmethyl)-4-(RS)-t-butylpyrrolidine and 0.13 g (0.14 mmol) of Wilkinson's catalyst [Rh(PPh3)3Cl] in 40 mL of an 85% solution of CH3CN and water was heated to 90° C. and stirred for 3 h. The reaction mixture was cooled to rt and concentrated. The residue was partitioned between EtOAc and water. The organic fraction was washed with sat. NaHCO3, dried over Na2SO4, filtered and the filtrate was concentrated. The residue was pu... As a reaction SMILES: [Cl-:1].[NH4+].O.C(O)C.[N+:7]([C:10]1[CH:34]=[CH:33][C:13]([NH:14][CH2:15][C:16]2[CH:21]=[CH:20][C:19]([CH2:22][NH:23][C:24]3[CH:29]=[CH:28][C:27]([N+:30]([O-])=O)=[CH:26][CH:25]=3)=[CH:18][CH:17]=2)=[CH:12][CH:11]=1)([O-])=O>CN1C(=O)CCC1.[Zn]>[ClH:1].[ClH:1].[ClH:1].[ClH:1].[NH2:30][C:27]1[CH:26]=[CH:25][C:24]([NH:23][CH2:22][C:19]2[CH:20]=[CH:21][C:16]([CH2:15][NH:14][C:13]3[CH:33]=[CH:34][C:10]([NH2:7])=[CH:11][CH:12]=3)=[CH:17][CH:18]=2)=[CH:29][CH:28]=1 |f:0.1,7.8.9.10.11|. Procedure: The mixture of powdered zinc (22.2 g), ammonium chloride (2.5 g), water (4 ml) and absolute ethanol (20 ml) were brought to reflux with the oil bath. The 4-nitro-N-(4-{[(4-nitrophenyl)amino]methyl}benzyl)aniline (3.4 g) was dissolved in 20 ml of NMP and introduced dropwise until there was decoloration of the reaction medium, while at the same time the reflux was maintained. Reagents/catalysts: [Zn] (zinc). The solvent is CN1CCCC1=O (NMP). Yields the product Cl.Cl.Cl.Cl.NC1=CC=C(C=C1)NCC1=CC=C(CNC2=CC=C(C=C2)N)C=C1 (N-(4-{[(4-aminophenyl)amino]methyl}benzyl)benzene-1,4-diamine tetrahydrochloride). Reactants: [Cl-].[NH4+] (ammonium chloride), O (water), C(C)O (ethanol), [N+](=O)([O-])C1=CC=C(NCC2=CC=C(C=C2)CNC2=CC=C(C=C2)[N+](=O)[O-])C=C1 (4-nitro-N-(4-{[(4-nitrophenyl)amino]methyl}benzyl)aniline).